From a dataset of the Open Reaction Database (ORD), a public repository of structured organic reaction records. describe an organic reaction: reactants, conditions, products, and yield Starting materials: CC(CCC(C(=O)O)(CCCC(=O)O)CCCO)C.C(CCC)OC(CCCCC(=O)OCCC(O)C)=O (Adipic acid 3-methyl-3-hydroxypropyl butyl ester (3-methyl-3-hydroxypropyl butyl adipate)), ester alcohol, C(CCCCC(=O)O)(=O)O (adipic acid), C(CC(C)O)O (1,3-butanediol), diol. Run in C(CCC)O (butanol). Run at temperature 160 celsius. The product is C(CCC)C(C(=O)O)(CCCC(=O)O)CCCC.C(CC(C)O)O (1,3-butanediol bis-butyl adipate), residual material. Isolated yield 8.4%. RXN SMILES: C[CH:2]([CH3:19])[CH2:3][CH2:4][C:5]([CH2:15][CH2:16][CH2:17]O)([CH2:9][CH2:10][CH2:11][C:12]([OH:14])=[O:13])[C:6]([OH:8])=[O:7].[CH2:20](OC(=O)CCCCC([O:32][CH2:33][CH2:34][CH:35]([CH3:37])[OH:36])=O)CCC.C(O)(=O)CCCCC(O)=O.C(O)CC(O)C>C(O)CCC>[CH2:15]([C:5]([CH2:4][CH2:3][CH2:2][CH3:19])([CH2:9][CH2:10][CH2:11][C:12]([OH:14])=[O:13])[C:6]([OH:8])=[O:7])[CH2:16][CH2:17][CH3:20].[CH2:33]([OH:32])[CH2:34][CH:35]([OH:36])[CH3:37] |f:0.1,5.6|. Procedure details: The ester-alcohol can be obtained in the method of the present invention by not carrying out the alcohol removing ester-interchange reaction, or as an unreacted fraction in the ester-interchange reaction which distills between the bis compound and the starting diester. On the other hand, it can be obtained as an intermediate of direct alcohol removing ester-interchange reaction between the diester and the diol. Adipic acid 3-methyl-3-hydroxypropyl butyl ester (3-methyl-3-hydroxypropyl butyl adip... The solvent is O1CCCC1 (tetrahydrofuran), O1CCCC1 (tetrahydrofuran), C(C)(=O)OCC (ethyl acetate). The yield is 42.8%. Procedure: 3.0 cm3 of tetrabutylammonium fluoride as a 1M solution in tetrahydrofuran are added to 400 mg of N-[6-(4-cyanophenyl)-1-[[2-(trimethylsilyl)ethoxy]methyl]-1H-indazol-3-yl]butanamide, described previously, in 10 cm3 of tetrahydrofuran, and the mixture is refluxed for 18 hours. The reaction medium is diluted with 20 cm3 of ethyl acetate and the organic phase is washed successively with 20 cm3 of saturated sodium hydrogen carbonate solution, with 2×20 cm3 of water and with 20 cm3 of saturated sodi... The reactants are [F-].C(CCC)[N+](CCCC)(CCCC)CCCC (tetrabutylammonium fluoride), solution, C(#N)C1=CC=C(C=C1)C1=CC=C2C(=NN(C2=C1)COCC[Si](C)(C)C)NC(CCC)=O (N-[6-(4-cyanophenyl)-1-[[2-(trimethylsilyl)ethoxy]methyl]-1H-indazol-3-yl]butanamide). Yields the product C(#N)C1=CC=C(C=C1)C1=CC=C2C(=NNC2=C1)NC(CCC)=O (N-[6-(4-cyanophenyl)-1H-indazol-3-yl]butanamide). As a reaction SMILES: [F-].C([N+](CCCC)(CCCC)CCCC)CCC.[C:19]([C:21]1[CH:26]=[CH:25][C:24]([C:27]2[CH:35]=[C:34]3[C:30]([C:31]([NH:44][C:45](=[O:49])[CH2:46][CH2:47][CH3:48])=[N:32][N:33]3COCC[Si](C)(C)C)=[CH:29][CH:28]=2)=[CH:23][CH:22]=1)#[N:20]>O1CCCC1.C(OCC)(=O)C>[C:19]([C:21]1[CH:22]=[CH:23][C:24]([C:27]2[CH:35]=[C:34]3[C:30]([C:31]([NH:44][C:45](=[O:49])[CH2:46][CH2:47][CH3:48])=[N:32][NH:33]3)=[CH:29][CH:28]=2)=[CH:25][CH:26]=1)#[N:20] |f:0.1|.